From a dataset of the Open Reaction Database (ORD), a public repository of structured organic reaction records. describe an organic reaction: reactants, conditions, products, and yield Reactants: OO (H2O2), COC1=CC=C(C=C1)B(O)O (4-methoxyphenylboronic acid), BrC1=C(C=CC=C1)[N+](=O)[O-] (1-bromo-2-nitrobenzene), C(=O)([O-])[O-].[Na+].[Na+] (Na2CO3). The reagents and catalysts are C=1C=CC(=CC1)[P](C=2C=CC=CC2)(C=3C=CC=CC3)[Pd]([P](C=4C=CC=CC4)(C=5C=CC=CC5)C=6C=CC=CC6)([P](C=7C=CC=CC7)(C=8C=CC=CC8)C=9C=CC=CC9)[P](C=1C=CC=CC1)(C=1C=CC=CC1)C=1C=CC=CC1 ((Ph3P)4Pd). Run in CCO (EtOH), C1=CC=CC=C1 (benzene). Run at time 8 hour. Product: COC1=CC=C(C=C1)C1=C(C=CC=C1)[N+](=O)[O-] (4-Methoxy-2'-nitro-1,1'-biphenyl). The yield is 104.0%. RXN SMILES: [CH3:1][O:2][C:3]1[CH:8]=[CH:7][C:6](B(O)O)=[CH:5][CH:4]=1.Br[C:13]1[CH:18]=[CH:17][CH:16]=[CH:15][C:14]=1[N+:19]([O-:21])=[O:20].C([O-])([O-])=O.[Na+].[Na+].OO>CCO.C1C=CC=CC=1.C1C=CC([P]([Pd]([P](C2C=CC=CC=2)(C2C=CC=CC=2)C2C=CC=CC=2)([P](C2C=CC=CC=2)(C2C=CC=CC=2)C2C=CC=CC=2)[P](C2C=CC=CC=2)(C2C=CC=CC=2)C2C=CC=CC=2)(C2C=CC=CC=2)C2C=CC=CC=2)=CC=1>[CH3:1][O:2][C:3]1[CH:8]=[CH:7][C:6]([C:13]2[CH:18]=[CH:17][CH:16]=[CH:15][C:14]=2[N+:19]([O-:21])=[O:20])=[CH:5][CH:4]=1 |f:2.3.4,^1:42,44,63,82|. Reported procedure: A solution of 4-methoxyphenylboronic acid (11.0 g, 72 mmol) in 95% EtOH (100 mL) was added to a solution of (Ph3P)4Pd (2.25 g, 2.0 mmol) and 1-bromo-2-nitrobenzene (13.0 g, 65 mmol) in benzene (300 mL). A solution of Na2CO3 (2M, 150 mL, 300 mmol) was added, and the resulting mixture was refluxed with vigorous stirring overnight. The reaction mixture was then cooled, 30% H2O2 (20 mL) was added, and stirring was continued for 1 h. The resulting mixture was extracted with Et2O, the organic extract ... The reactants are N(=O)[O-].[Na+] (NaNO2), [OH-].[Na+] (NaOH), NC1=C2C=CC=NC2=CC=C1 (5-Aminoquinoline), Br (HBr), CuBr. Solvent: O (water), O (water). Reaction conditions: temperature 0 celsius, time 30 minute. Yields the product BrC1=C2C=CC=NC2=CC=C1 (5-bromoquinoline). Isolated yield 22.0%. As a reaction SMILES: N[C:2]1[CH:11]=[CH:10][CH:9]=[C:8]2[C:3]=1[CH:4]=[CH:5][CH:6]=[N:7]2.N([O-])=O.[Na+].[OH-].[Na+].[BrH:18]>O>[Br:18][C:2]1[CH:11]=[CH:10][CH:9]=[C:8]2[C:3]=1[CH:4]=[CH:5][CH:6]=[N:7]2 |f:1.2,3.4|. Reported procedure: 5-Aminoquinoline (5 g, 34.7 mmol) is dissolved in HBr 48% (15 mL) and water (15 mL) and then cooled to 0° C. A solution of NaNO2 (2.5 g, 36.2 mmol) in water (15 mL) is added over about 10 minutes. The mixture is stirred for about 30 minutes at 0° C. and then at r.t. for about 1.5 hours. The mixture is transferred to an addition funnel and 75° C. solution of CuBr is added over 30 minutes. The mixture is stirred for about 30 minutes and then allowed to cool to r.t., which is then stirred for anoth... The reactants are C1(CCCCC1)C=1C2=C(N3CCOC4=C(C13)C=CC=C4N(CCC)CCN4CCCCC4)C=C(C=C2)C(=O)OC (methyl 12-cyclohexyl-4-{N-[2-(piperidin-1-yl)ethyl]-N-propylamino}-6,7-dihydro-5-oxa-7a-azadibenzo[a,e]azulene-9-carboxylate), [OH-].[Na+] (sodium hydroxide), Cl (hydrochloric acid). Run in O1CCCC1 (tetrahydrofuran), CO (methanol). Conditions: temperature 65 celsius, time 2 hour. Product: Cl.Cl.C1(CCCCC1)C=1C2=C(N3CCOC4=C(C13)C=CC=C4N(CCC)CCN4CCCCC4)C=C(C=C2)C(=O)O (12-cyclohexyl-4-{N-[2-(piperidin-1-yl)ethyl]-N-propylamino}-6,7-dihydro-5-oxa-7a-azadibenzo[a,e]azulene-9-carboxylic acid dihydrochloride). Yield: 95.0%. As a reaction SMILES: [CH:1]1([C:7]2[C:8]3[CH:36]=[CH:35][C:34]([C:37]([O:39]C)=[O:38])=[CH:33][C:9]=3[N:10]3[C:16]=2[C:15]2[CH:17]=[CH:18][CH:19]=[C:20]([N:21]([CH2:25][CH2:26][N:27]4[CH2:32][CH2:31][CH2:30][CH2:29][CH2:28]4)[CH2:22][CH2:23][CH3:24])[C:14]=2[O:13][CH2:12][CH2:11]3)[CH2:6][CH2:5][CH2:4][CH2:3][CH2:2]1.[OH-].[Na+].[ClH:43]>O1CCCC1.CO>[ClH:43].[ClH:43].[CH:1]1([C:7]2[C:8]3[CH:36]=[CH:35][C:34]([C:37]([OH:39])=[O:38])=[CH:33][C:9]=3[N:10]3[C:16]=2[C:15]2[CH:17]=[CH:18][CH:19]=[C:20]([N:21]([CH2:25][CH2:26][N:27]4[CH2:32][CH2:31][CH2:30][CH2:29][CH2:28]4)[CH2:22][CH2:23][CH3:24])[C:14]=2[O:13][CH2:12][CH2:11]3)[CH2:6][CH2:5][CH2:4][CH2:3][CH2:2]1 |f:1.2,6.7.8|. Procedure details: To a solution of methyl 12-cyclohexyl-4-{N-[2-(piperidin-1-yl)ethyl]-N-propylamino}-6,7-dihydro-5-oxa-7a-azadibenzo[a,e]azulene-9-carboxylate (3.25 g, 5.98 mmol) in tetrahydrofuran (16 ml) and methanol (8 ml) was added 4N aqueous sodium hydroxide solution (4.5 ml), and the mixture was stirred at 65° C. for 2 hr. The reaction mixture was adjusted to pH 6.5 with 2N hydrochloric acid and extracted with chloroform. The organic layer was washed with saturated brine and dried over anhydrous sodium sul... The reactants are [Si](C)(C)(C(C)(C)C)OCC[C@@H](C1=C(C=CC=C1)F)N ((S)-3-(tert-butyldimethylsilanyloxy)-1-(2-fluorophenyl)propylamine), C1(=CC=C(C=C1)C1S(N=C(OC1(C)C)OCC)(=O)=O)C1=CC=CC=C1 (5-biphenyl-4-yl-2-ethoxy-6,6-dimethyl-5,6-dihydro-1,4,3-oxathiazine 4,4-dioxide). Solvent: ClCCl (dichloromethane). Run at time 18 hour. Yields the product C1(=CC=C(C=C1)C1S(N=C(OC1(C)C)N[C@@H](CCO)C1=C(C=CC=C1)F)(=O)=O)C1=CC=CC=C1 ((S)-3-(5-Biphenyl-4-yl-6,6-dimethyl-4,4-dioxo-5,6-dihydro-4H-4lambda6-[1,4,3]oxathiazin-2-ylamino)-3-(2-fluorophenyl)propan-1-ol). Isolated yield 47.6%. Reaction SMILES: [Si]([O:8][CH2:9][CH2:10][C@H:11]([NH2:19])[C:12]1[CH:17]=[CH:16][CH:15]=[CH:14][C:13]=1[F:18])(C(C)(C)C)(C)C.[C:20]1([C:39]2[CH:44]=[CH:43][CH:42]=[CH:41][CH:40]=2)[CH:25]=[CH:24][C:23]([CH:26]2[C:31]([CH3:33])([CH3:32])[O:30][C:29](OCC)=[N:28][S:27]2(=[O:38])=[O:37])=[CH:22][CH:21]=1>ClCCl>[C:20]1([C:39]2[CH:40]=[CH:41][CH:42]=[CH:43][CH:44]=2)[CH:25]=[CH:24][C:23]([CH:26]2[C:31]([CH3:32])([CH3:33])[O:30][C:29]([NH:19][C@H:11]([C:12]3[CH:17]=[CH:16][CH:15]=[CH:14][C:13]=3[F:18])[CH2:10][CH2:9][OH:8])=[N:28][S:27]2(=[O:37])=[O:38])=[CH:22][CH:21]=1. Procedure details: In a round-bottom flask, 346 mg of 5-biphenyl-4-yl-2-ethoxy-6,6-dimethyl-5,6-dihydro-1,4,3-oxathiazine 4,4-dioxide were dissolved under inert gas in 2 ml of dichloromethane and admixed with 328 mg of (S)-3-(tert-butyldimethylsilanyloxy)-1-(2-fluorophenyl)propylamine. After concentration by rotary evaporation, the residue was suspended in 0.5 ml of dichloromethane and stirred at room temperature for 18 hours. The conversion was checked by LCMS. Since reactant was still present, the reaction mixtu... Starting materials: compound, FC=1C=C(C=O)C=CC1F (3,4-difluorobenzaldehyde), NC1=NC(=CC=C1)C (2-amino-6-picoline), OC=1C=CC=C2C=CC=NC12 (8-hydroxy-quinoline). Yields the product CC1=CC=CC(=N1)NC(C1=CC=C2C=CC=NC2=C1O)C1=CC(=C(C=C1)F)F (7-((6-methylpyridin-2-ylamino) (3,4-difluorophenyl)methyl)quinolin-8-ol). RXN SMILES: [F:1][C:2]1[CH:3]=[C:4]([CH:7]=[CH:8][C:9]=1[F:10])[CH:5]=O.[NH2:11][C:12]1[CH:17]=[CH:16][CH:15]=[C:14]([CH3:18])[N:13]=1.[OH:19][C:20]1[CH:21]=[CH:22][CH:23]=[C:24]2[C:29]=1[N:28]=[CH:27][CH:26]=[CH:25]2>>[CH3:18][C:14]1[N:13]=[C:12]([NH:11][CH:5]([C:4]2[CH:7]=[CH:8][C:9]([F:10])=[C:2]([F:1])[CH:3]=2)[C:21]2[C:20]([OH:19])=[C:29]3[C:24]([CH:25]=[CH:26][CH:27]=[N:28]3)=[CH:23][CH:22]=2)[CH:17]=[CH:16][CH:15]=1. Reported procedure: The title compound was prepared by method B presented for the compound of Example 1 with the change that 3,4-difluorobenzaldehyde was reacted with 2-amino-6-picoline and 8-hydroxy-quinoline. White powder precipitated, C22H17F2N3O, (MW: 377.1); yield; 275 mg (53.3%). m.p.: 162-165° C.; HPLC (CH3CN/H2O 70:30 Phenomenex C18 282 nm): 7.97 min. Reactants: CN1N=C(C2=CC=C(C=C12)C)C1=CN=C2C(=N1)C(=CN2COC(C(C)(C)C)=O)C(=O)OC (methyl 2-(1,6-dimethyl-1H-indazol-3-yl)-5-(pivaloyloxymethyl)-5H-pyrrolo[3,2-b]pyrazine-7-carboxylate), [OH-].[K+] (KOH). Solvent: O1CCOCC1.O (dioxane H2O), O (water). Product: CN1N=C(C2=CC=C(C=C12)C)C1=CN=C2C(=N1)C(=CN2)C(=O)O (2-(1,6-dimethyl-1H-indazol-3-yl)-5H-pyrrolo[3,2-b]pyrazine-7-carboxylic acid). Isolated yield 84.9%. Reaction SMILES: [CH3:1][N:2]1[C:10]2[C:5](=[CH:6][CH:7]=[C:8]([CH3:11])[CH:9]=2)[C:4]([C:12]2[N:17]=[C:16]3[C:18]([C:29]([O:31]C)=[O:30])=[CH:19][N:20](COC(=O)C(C)(C)C)[C:15]3=[N:14][CH:13]=2)=[N:3]1.[OH-].[K+]>O1CCOCC1.O.O>[CH3:1][N:2]1[C:10]2[C:5](=[CH:6][CH:7]=[C:8]([CH3:11])[CH:9]=2)[C:4]([C:12]2[N:17]=[C:16]3[C:18]([C:29]([OH:31])=[O:30])=[CH:19][NH:20][C:15]3=[N:14][CH:13]=2)=[N:3]1 |f:1.2,3.4|. Reported procedure: To a stirred solution of methyl 2-(1,6-dimethyl-1H-indazol-3-yl)-5-(pivaloyloxymethyl)-5H-pyrrolo[3,2-b]pyrazine-7-carboxylate (1 g, 2.3 mmol) in dioxane/H2O (40 mL/10 mL) was added a solution of KOH (1.39 g, 34.5 mmol) in water (10 mL) at room temperature. Then the reaction mixture was heated to reflux for 4 hours. After cooling to room temperature, the solvent was evaporated under reduced pressure. The residue was diluted with water and acidified to pH 3-4 with HCl (aqueous, 2 M). The mixture ... Reactants: CCOCC (ether), BrC=1C=C(C=CC1)CC(C)=O (3-bromophenylacetone), CI (methyl iodide), C([O-])([O-])=O.[Cs+].[Cs+] (cesium carbonate). The solvent is O (water), C(C)#N (acetonitrile). Conditions: time 17 hour. The product is BrC=1C=C(C=CC1)C(C(C)=O)C (3-(3-Bromophenyl)-2-butanone). RXN SMILES: [Br:1][C:2]1[CH:3]=[C:4]([CH2:8][C:9](=[O:11])[CH3:10])[CH:5]=[CH:6][CH:7]=1.CI.[C:14](=O)([O-])[O-].[Cs+].[Cs+].CCOCC>C(#N)C.O>[Br:1][C:2]1[CH:3]=[C:4]([CH:8]([CH3:14])[C:9](=[O:11])[CH3:10])[CH:5]=[CH:6][CH:7]=1 |f:2.3.4|. Procedure: To a solution of 3-bromophenylacetone (4.7 g, 22 mmol) in acetonitrile (100 mL) was added methyl iodide (1.4 mL, 22 mmol) and cesium carbonate (14 g, 44 mmol). After stirring at room temperature for 17 h, the reaction mixture was poured into ether (100 mL) and water (100 mL). The organic layer was separated and the aqueous layer extracted with ether. The combined organic extracts were dried over magnesium sulfate, filtered, and concentrated to dryness to give the title compound.